This data is from the Open Reaction Database (ORD), a public repository of structured organic reaction records. The task is: describe an organic reaction: reactants, conditions, products, and yield As a reaction SMILES: [Cl:1][C:2]1[CH:3]=[CH:4][C:5]([O:22][CH:23]([F:25])[F:24])=[C:6]([C:8]2[C:13]([O:14][CH3:15])=[CH:12][N:11]([CH:16]([CH3:20])[C:17](O)=[O:18])[C:10](=[O:21])[CH:9]=2)[CH:7]=1.[NH2:26][C:27]1[CH:39]=[CH:38][C:30]([C:31]([O:33][C:34]([CH3:37])([CH3:36])[CH3:35])=[O:32])=[CH:29][CH:28]=1>>[Cl:1][C:2]1[CH:3]=[CH:4][C:5]([O:22][CH:23]([F:24])[F:25])=[C:6]([C:8]2[C:13]([O:14][CH3:15])=[CH:12][N:11]([CH:16]([CH3:20])[C:17]([NH:26][C:27]3[CH:39]=[CH:38][C:30]([C:31]([O:33][C:34]([CH3:35])([CH3:36])[CH3:37])=[O:32])=[CH:29][CH:28]=3)=[O:18])[C:10](=[O:21])[CH:9]=2)[CH:7]=1. Procedure details: 220 mg of crude product of 2-{4-[5-chloro-2-(difluoromethoxy)phenyl]-5-methoxy-2-oxopyridin-1(2H)-yl}propanoic acid (racemate) and 89 mg (0.46 mmol, 1.1 eq.) of tert-butyl 4-aminobenzoate were reacted according to General Method 5A. Yield: 48 mg (21% of theory) The reactants are crude product, ClC=1C=CC(=C(C1)C1=CC(N(C=C1OC)C(C(=O)O)C)=O)OC(F)F (2-{4-[5-chloro-2-(difluoromethoxy)phenyl]-5-methoxy-2-oxopyridin-1(2H)-yl}propanoic acid), NC1=CC=C(C(=O)OC(C)(C)C)C=C1 (tert-butyl 4-aminobenzoate). The product is ClC=1C=CC(=C(C1)C1=CC(N(C=C1OC)C(C(=O)NC1=CC=C(C(=O)OC(C)(C)C)C=C1)C)=O)OC(F)F (tert-Butyl 4-[(2-{4-[5-chloro-2-(difluoromethoxy)phenyl]-5-methoxy-2-oxopyridin-1(2H)-yl}propanoyl)amino]benzoate).